This data is from the Open Reaction Database (ORD), a public repository of structured organic reaction records. The task is: describe an organic reaction: reactants, conditions, products, and yield Reactants: N1=CC=CC=C1 (pyridine), C(C)(C)(C)OC(=O)N1C(CCCC1)CCOC1=C(C(NC2=CC(=C(C=C12)N)Cl)=O)C1=CC(=CC(=C1)C)C (2-{2-[6-amino-7-chloro-3-(3,5-dimethylphenyl)-2-oxo-1,2-dihydroquinolin-4-yloxy]-ethyl}-piperidine-1-carboxylic acid tert-butyl ester), C(=O)(Cl)Cl (phosgene), solution, Cl.COC(CNC)=O (sarcosine methyl ester hydrochloride). The solvent is C1(=CC=CC=C1)C (toluene), C(C)(=O)OCC (ethyl acetate). Run at temperature 0 celsius, time 1 hour. Product: C(C)(C)(C)OC(=O)N1C(CCCC1)CCOC1=C(C(NC2=CC(=C(C=C12)N1C(N(CC1=O)C)=O)Cl)=O)C1=CC(=CC(=C1)C)C (2-{2-[7-chloro-3-(3,5-dimethylphenyl)-6-(3-methyl-2,5-dioxoimidazolidin- 1-yl)-2-oxo-1,2-dihydroquinolin-4-yloxy]-ethyl}-piperidine-1-carboxylic acid tert-butyl ester). As a reaction SMILES: [C:1]([O:5][C:6]([N:8]1[CH2:13][CH2:12][CH2:11][CH2:10][CH:9]1[CH2:14][CH2:15][O:16][C:17]1[C:26]2[C:21](=[CH:22][C:23]([Cl:28])=[C:24]([NH2:27])[CH:25]=2)[NH:20][C:19](=[O:29])[C:18]=1[C:30]1[CH:35]=[C:34]([CH3:36])[CH:33]=[C:32]([CH3:37])[CH:31]=1)=[O:7])([CH3:4])([CH3:3])[CH3:2].[C:38](Cl)(Cl)=[O:39].N1C=CC=CC=1.Cl.C[O:50][C:51](=O)[CH2:52][NH:53][CH3:54]>C1(C)C=CC=CC=1.C(OCC)(=O)C>[C:1]([O:5][C:6]([N:8]1[CH2:13][CH2:12][CH2:11][CH2:10][CH:9]1[CH2:14][CH2:15][O:16][C:17]1[C:26]2[C:21](=[CH:22][C:23]([Cl:28])=[C:24]([N:27]3[C:51](=[O:50])[CH2:52][N:53]([CH3:54])[C:38]3=[O:39])[CH:25]=2)[NH:20][C:19](=[O:29])[C:18]=1[C:30]1[CH:31]=[C:32]([CH3:37])[CH:33]=[C:34]([CH3:36])[CH:35]=1)=[O:7])([CH3:2])([CH3:4])[CH3:3] |f:3.4|. Procedure details: To a solution of 2-{2-[6-amino-7-chloro-3-(3,5-dimethylphenyl)-2-oxo-1,2-dihydroquinolin-4-yloxy]-ethyl}-piperidine-1-carboxylic acid tert-butyl ester (53 mg in 2 mL dry methylene chloride) at 0° C. was added phosgene (0.077 mL of a 1.93 M solution in toluene) followed by 0.016 mL of pyridine and the mixture stirred for 1 hour at 0° C. At this time, 70 mg of sarcosine methyl ester hydrochloride was added and the mixture allowed to warm to room temperature. After 20 hours, the mixture was diluted... The reactants are Cl (HCl), ClC=1C=CC2=C(NC(C(=C(C2=O)C2=CC=C(C=C2)[N+](=O)[O-])OC)=O)C1 (8-Chloro-3-methoxy-4-(4-nitrophenyl)-2,5-dioxo-2,5-dihydro-1H-benz[b]azepine), C([O-])(O)=O.[Na+] (sodium bicarbonate), B(Br)(Br)Br (boron tribromide). Solvent: ClCCl (dichloromethane). Run at time 1 hour. Yields the product ClC=1C=CC2=C(NC(C(=C(C2=O)C2=CC=C(C=C2)[N+](=O)[O-])O)=O)C1 (8-Chloro-3-hydroxy-4-(4-nitrophenyl)-2,5-dioxo-2,5-dihydro-1H-benz[b]azepine). Isolated yield 91.6%. As a reaction SMILES: [Cl:1][C:2]1[CH:3]=[CH:4][C:5]2[C:11](=[O:12])[C:10]([C:13]3[CH:18]=[CH:17][C:16]([N+:19]([O-:21])=[O:20])=[CH:15][CH:14]=3)=[C:9]([O:22]C)[C:8](=[O:24])[NH:7][C:6]=2[CH:25]=1.B(Br)(Br)Br.C(=O)(O)[O-].[Na+].Cl>ClCCl>[Cl:1][C:2]1[CH:3]=[CH:4][C:5]2[C:11](=[O:12])[C:10]([C:13]3[CH:14]=[CH:15][C:16]([N+:19]([O-:21])=[O:20])=[CH:17][CH:18]=3)=[C:9]([OH:22])[C:8](=[O:24])[NH:7][C:6]=2[CH:25]=1 |f:2.3|. Procedure: 8-Chloro-3-methoxy-4-(4-nitrophenyl)-2,5-dioxo-2,5-dihydro-1H-benz[b]azepine (125 mg) was dissolved in dichloromethane (10 mL). To this was added boron tribromide (1M in dichloromethane 1 mL). This suspension was stirred for one hour. Saturated sodium bicarbonate (5 mL) was then added, and this mixture stirred for 2-3 minutes. The mixture was then adjusted to pH 3 by addition of 6N HCl. This suspension was stirred for 40 minutes, then vacuum filtered and the collected solid washed with water and... The reactants are C1COCCN1, CCOC(C)=O, CCN(C(C)C)C(C)C, O=C1CSC(c2cccc(F)c2)N1CCCCl, CN(C)C=O. As a reaction SMILES: [CH2:18]1[CH2:19][O:20][CH2:21][CH2:22][NH:23]1.[CH3:33][CH2:34][O:35][C:36]([CH3:37])=[O:38].[CH:24]([N:25]([CH2:26][CH3:27])[CH:28]([CH3:29])[CH3:30])([CH3:31])[CH3:32].[Cl:1][CH2:2][CH2:3][CH2:4][N:5]1[CH:6]([c:11]2[cH:12][c:13]([F:17])[cH:14][cH:15][cH:16]2)[S:7][CH2:8][C:9]1=[O:10].[O:39]=[CH:40][N:41]([CH3:42])[CH3:43]>>[CH2:2]([CH2:3][CH2:4][N:5]1[CH:6]([c:11]2[cH:12][c:13]([F:17])[cH:14][cH:15][cH:16]2)[S:7][CH2:8][C:9]1=[O:10])[N:23]1[CH2:18][CH2:19][O:20][CH2:21][CH2:22]1. Product: O=C1CSC(c2cccc(F)c2)N1CCCN1CCOCC1. Reactants: COC(=O)c1cnn(C)c1C(=O)Nc1ccn2nc(-c3ccccc3)nc2c1, CO, Cl, [Li+], [OH-], O, O. The product is Cn1ncc(C(=O)O)c1C(=O)Nc1ccn2nc(-c3ccccc3)nc2c1. Reaction SMILES: [CH3:1][O:2][C:3](=[O:4])[c:5]1[cH:6][n:7][n:8]([CH3:28])[c:9]1[C:10]([NH:11][c:12]1[cH:13][c:14]2[n:15]([cH:16][cH:17]1)[n:18][c:19](-[c:21]1[cH:22][cH:23][cH:24][cH:25][cH:26]1)[n:20]2)=[O:27].[CH3:33][OH:34].[ClH:32].[Li+:31].[OH-:30].[OH2:29].[OH2:35]>>[O:2]=[C:3]([OH:4])[c:5]1[cH:6][n:7][n:8]([CH3:28])[c:9]1[C:10]([NH:11][c:12]1[cH:13][c:14]2[n:15]([cH:16][cH:17]1)[n:18][c:19](-[c:21]1[cH:22][cH:23][cH:24][cH:25][cH:26]1)[n:20]2)=[O:27]. Starting materials: [OH-].[Na+] (sodium hydroxide), CSC(C(=O)OCC)CC1=CC=C(C=C1)OCCON=C(C)C1=CC=C(C=C1)C1=NC=CC=C1 (Ethyl 2-methylthio-3-[4-[2-[[1-[4-(2-pyridyl)phenyl]ethylidene]aminoxy]ethoxy]phenyl]propionate). The solvent is C(C)O (ethanol). Run at temperature 50 celsius, time 30 minute. Product: CSC(C(=O)O)CC1=CC=C(C=C1)OCCON=C(C)C1=CC=C(C=C1)C1=NC=CC=C1 (2-Methylthio-3-[4-[2-[[1-[4-(2-pyridyl)phenyl]ethylidene]aminoxy]ethoxy]phenyl]propionic acid). Isolated yield 84.1%. RXN SMILES: [OH-].[Na+].[CH3:3][S:4][CH:5]([CH2:11][C:12]1[CH:17]=[CH:16][C:15]([O:18][CH2:19][CH2:20][O:21][N:22]=[C:23]([C:25]2[CH:30]=[CH:29][C:28]([C:31]3[CH:36]=[CH:35][CH:34]=[CH:33][N:32]=3)=[CH:27][CH:26]=2)[CH3:24])=[CH:14][CH:13]=1)[C:6]([O:8]CC)=[O:7]>C(O)C>[CH3:3][S:4][CH:5]([CH2:11][C:12]1[CH:13]=[CH:14][C:15]([O:18][CH2:19][CH2:20][O:21][N:22]=[C:23]([C:25]2[CH:26]=[CH:27][C:28]([C:31]3[CH:36]=[CH:35][CH:34]=[CH:33][N:32]=3)=[CH:29][CH:30]=2)[CH3:24])=[CH:16][CH:17]=1)[C:6]([OH:8])=[O:7] |f:0.1|. Procedure: 5.05 ml of a 1N aqueous sodium hydroxide solution was added to a solution of 1.20 g of ethyl 2-methylthio-3-[4-[2-[[2-[[1-[4-(2-pyridyl)phenyl]ethylidene]aminoxy]ethoxy]phenyl]propionate obtained in Example 17 in 20 ml of ethanol, and the mixture was stirred at 50° C. for 30 minutes. After the reaction, the ethanol was evaporated under reduced pressure, and 5.05 ml of 1N hydrochloric acid was added to the residue thus obtained, followed by extraction of the precipitated product with ethyl acetat... Reactants: Cl (HCl), CN (methylamine), COC1=C(C=CC=C1)N1CCN(CC1)C(C)Cl (4-(o-methoxyphenyl)-1-chloroethyl-piperazine). Run in aqueous solution, C(C)O (ethanol). The product is COC1=C(C=CC=C1)N1CCN(CC1)CCNC (4-(o-methoxyphenyl)-1-(β-methylaminoethyl)-piperazine). Reaction SMILES: [CH3:1][O:2][C:3]1[CH:8]=[CH:7][CH:6]=[CH:5][C:4]=1[N:9]1[CH2:14][CH2:13][N:12]([CH:15](Cl)[CH3:16])[CH2:11][CH2:10]1.Cl.[CH3:19][NH2:20]>C(O)C>[CH3:1][O:2][C:3]1[CH:8]=[CH:7][CH:6]=[CH:5][C:4]=1[N:9]1[CH2:14][CH2:13][N:12]([CH2:15][CH2:16][NH:20][CH3:19])[CH2:11][CH2:10]1. Procedure: 8 ml of ethanol were added to a mixture of 8.9 g of 4-(o-methoxyphenyl)-1-chloroethyl-piperazine .HCl in 20 g of an aqueous solution of 34.88% methylamine and the mixture was stirred for 1 hour at room temperature and then for 4 hours at reflux. The ethanol was evaporated and after cooling the mixture, 5 g of sodium hydroxide pellets were added thereto. The mixture was extracted with ethyl ether and the extracts were dried over potassium carbonate and the solvent was evaporated. The oily residue... Starting materials: NC=1C(N(C(=CN1)C1=CC(=CC=C1)CCl)C)C(=O)OC (Methyl 3-amino-6-(3-chloromethylphenyl)-N-methylpyrazine-2-carboxylate), C(C)(C)N(CC)C(C)C (diisopropylethylamine), C(C)#N (acetonitrile), C(C1=CC=CC=C1)N (benzylamine). Run in C1CCOC1 (THF). Run at time 6 day. Product: NC=1C(=NC(=CN1)C1=CC(=CC=C1)CNCC1=CC=CC=C1)C(=O)OC (methyl 3-amino-6-(3-{[(phenylmethyl)amino]methyl}phenyl)pyrazine-2-carboxylate). The yield is 12.8%. As a reaction SMILES: [NH2:1][C:2]1[CH:3]([C:17]([O:19][CH3:20])=[O:18])[N:4](C)[C:5]([C:8]2[CH:13]=[CH:12][CH:11]=[C:10]([CH2:14]Cl)[CH:9]=2)=[CH:6][N:7]=1.C(#N)C.[CH2:24]([NH2:31])[C:25]1[CH:30]=[CH:29][CH:28]=[CH:27][CH:26]=1.C(N(C(C)C)CC)(C)C>C1COCC1>[NH2:1][C:2]1[C:3]([C:17]([O:19][CH3:20])=[O:18])=[N:4][C:5]([C:8]2[CH:13]=[CH:12][CH:11]=[C:10]([CH2:14][NH:31][CH2:24][C:25]3[CH:30]=[CH:29][CH:28]=[CH:27][CH:26]=3)[CH:9]=2)=[CH:6][N:7]=1. Procedure: Methyl 3-amino-6-(3-chloromethylphenyl)-N-methylpyrazine-2-carboxylate (30.6 mg, 0.11 mmol.) was taken into acetonitrile (2 mL) and THF (1 mL) followed by addition of benzylamine (12 uL, 0.11 mmol) then diisopropylethylamine (20 uL, 0.11 mmol) and the mixture was allowed to stir at room temperature over six days. The mixture was then concentrated in vacuo and the residue purified by silica gel flash chromatography initially using ethyl acetate as eluent followed by elution with 10% methanol in d... Procedure: According to General Procedure I for Buchwald coupling, into a vial was added 1-((2-chloro-9-methyl-6-morpholino-8,9-dihydro-7H-purin-8-yl)methyl)-N,N-dimethylpiperidin-4-amine (0.044 g, 0.11 mmol), 2-ethyl-1H-benzo[d]imidazole (0.0171 g, 0.117 mmol), Xphos (0.00692 g, 0.0145 mmol), Tris(dibenzylideneacetone)dipalladium(0) (0.00696 g, 7.60E-6 mol), and Cesium Carbonate (0.0728 g, 0.223 mmol). The mixture was dissolved in N,N-Dimethylformamide (0.865 mL, 0.0112 mol). The reaction was heated at 14... Product: C(C)C1=NC2=C(N1C1=NC(=C3N=C(N(C3=N1)C)CN1CCC(CC1)N(C)C)N1CCOCC1)C=CC=C2 (1-((2-(2-ethyl-1H-benzo[d]imidazol-1-yl)-9-methyl-6-morpholino-9H-purin-8-yl)methyl)-N,N-dimethylpiperidin-4-amine). Run at temperature 145 celsius. Reaction SMILES: Cl[C:2]1[N:10]=[C:9]2[C:5]([NH:6][CH:7]([CH2:12][N:13]3[CH2:18][CH2:17][CH:16]([N:19]([CH3:21])[CH3:20])[CH2:15][CH2:14]3)[N:8]2[CH3:11])=[C:4]([N:22]2[CH2:27][CH2:26][O:25][CH2:24][CH2:23]2)[N:3]=1.[CH2:28]([C:30]1[NH:34][C:33]2[CH:35]=[CH:36][CH:37]=[CH:38][C:32]=2[N:31]=1)[CH3:29].CC(C1C=C(C(C)C)C(C2C=CC=CC=2P(C2CCCCC2)C2CCCCC2)=C(C(C)C)C=1)C.C(=O)([O-])[O-].[Cs+].[Cs+].CN(C)C=O>C1C=CC(/C=C/C(/C=C/C2C=CC=CC=2)=O)=CC=1.C1C=CC(/C=C/C(/C=C/C2C=CC=CC=2)=O)=CC=1.C1C=CC(/C=C/C(/C=C/C2C=CC=CC=2)=O)=CC=1.[Pd].[Pd]>[CH2:28]([C:30]1[N:31]([C:2]2[N:10]=[C:9]3[C:5]([N:6]=[C:7]([CH2:12][N:13]4[CH2:14][CH2:15][CH:16]([N:19]([CH3:21])[CH3:20])[CH2:17][CH2:18]4)[N:8]3[CH3:11])=[C:4]([N:22]3[CH2:23][CH2:24][O:25][CH2:26][CH2:27]3)[N:3]=2)[C:32]2[CH:38]=[CH:37][CH:36]=[CH:35][C:33]=2[N:34]=1)[CH3:29] |f:3.4.5,7.8.9.10.11|. The reagents and catalysts are C=1C=CC(=CC1)/C=C/C(=O)/C=C/C2=CC=CC=C2.C=1C=CC(=CC1)/C=C/C(=O)/C=C/C2=CC=CC=C2.C=1C=CC(=CC1)/C=C/C(=O)/C=C/C2=CC=CC=C2.[Pd].[Pd] (Tris(dibenzylideneacetone)dipalladium(0)). Yield: 48.2%. Reactants: CN(C=O)C (N,N-Dimethylformamide), ClC1=NC(=C2NC(N(C2=N1)C)CN1CCC(CC1)N(C)C)N1CCOCC1 (1-((2-chloro-9-methyl-6-morpholino-8,9-dihydro-7H-purin-8-yl)methyl)-N,N-dimethylpiperidin-4-amine), C(C)C1=NC2=C(N1)C=CC=C2 (2-ethyl-1H-benzo[d]imidazole), CC(C)C1=CC(=C(C(=C1)C(C)C)C2=C(C=CC=C2)P(C3CCCCC3)C4CCCCC4)C(C)C (Xphos), C([O-])([O-])=O.[Cs+].[Cs+] (Cesium Carbonate). Reactants: CC1(C)C2CCC1(CS(=O)(=O)O)C(=O)C2, COC(=O)COc1cccc(F)c1Nc1nc(Cl)ncc1Cl, COCCN1CCc2ccc(N)cc2CC1, CC(C)O. The product is COCCN1CCc2ccc(Nc3ncc(Cl)c(Nc4c(F)cccc4OCC(=O)OC)n3)cc2CC1. As a reaction SMILES: [C:39]12([CH2:40][S:41]([OH:42])(=[O:43])=[O:44])[C:45]([CH3:46])([CH3:47])[CH:48]([CH2:49][CH2:50]1)[CH2:51][C:52]2=[O:53].[CH3:17][O:18][C:19]([CH2:20][O:21][c:22]1[c:23]([NH:29][c:30]2[n:31][c:32]([Cl:37])[n:33][cH:34][c:35]2[Cl:36])[c:24]([F:28])[cH:25][cH:26][cH:27]1)=[O:38].[CH3:1][O:2][CH2:3][CH2:4][N:5]1[CH2:6][CH2:7][c:8]2[c:9]([cH:12][c:13]([NH2:16])[cH:14][cH:15]2)[CH2:10][CH2:11]1.[CH:54]([OH:55])([CH3:56])[CH3:57]>>[CH3:1][O:2][CH2:3][CH2:4][N:5]1[CH2:6][CH2:7][c:8]2[c:9]([cH:12][c:13]([NH:16][c:32]3[n:31][c:30]([NH:29][c:23]4[c:22]([O:21][CH2:20][C:19]([O:18][CH3:17])=[O:38])[cH:27][cH:26][cH:25][c:24]4[F:28])[c:35]([Cl:36])[cH:34][n:33]3)[cH:14][cH:15]2)[CH2:10][CH2:11]1. Reactants: CC(C#N)(C)C1=CC(=CC=C1)C1=C2C(=NC=C1C)NN=C2 (2-methyl-2-(3-(5-methyl-1H-pyrazolo[3,4-b]pyridin-4-yl)phenyl)propanenitrile), [H-].[Al+3].[Li+].[H-].[H-].[H-] (lithium aluminium hydride), CC#N (MeCN). Solvent: C1CCOC1 (THF). Conditions: temperature 0 celsius, time 2 hour. Product: CC(CN)(C)C1=CC(=CC=C1)C1=C2C(=NC=C1C)NN=C2 (2-methyl-2-(3-(5-methyl-1H-pyrazolo[3,4-b]pyridin-4-yl)phenyl)propan-1-amine). Isolated yield 31.0%. As a reaction SMILES: [CH3:1][C:2]([C:6]1[CH:11]=[CH:10][CH:9]=[C:8]([C:12]2[C:17]([CH3:18])=[CH:16][N:15]=[C:14]3[NH:19][N:20]=[CH:21][C:13]=23)[CH:7]=1)([CH3:5])[C:3]#[N:4].[H-].[Al+3].[Li+].[H-].[H-].[H-].CC#N>C1COCC1>[CH3:5][C:2]([C:6]1[CH:11]=[CH:10][CH:9]=[C:8]([C:12]2[C:17]([CH3:18])=[CH:16][N:15]=[C:14]3[NH:19][N:20]=[CH:21][C:13]=23)[CH:7]=1)([CH3:1])[CH2:3][NH2:4] |f:1.2.3.4.5.6|. Procedure: To a cooled solution of 2-methyl-2-(3-(5-methyl-1H-pyrazolo[3,4-b]pyridin-4-yl)phenyl)propanenitrile (108 mg, 0.3908 mmol) at 0° C. in THF (20 ml) was added slowly a solution of lithium aluminium hydride (781.5 μL of 2 M, 1.563 mmol). The reaction mixture was allowed to stir at 0° C. for 2 hours and then allowed to warm to RT and stirred for 16 hours. The mixture was then cooled to 0° C. and quenched with water. EtOAc was added and the mixture passed through a celite pad. The organics were separ...